Dataset: the Open Reaction Database (ORD), a public repository of structured organic reaction records. Task: describe an organic reaction: reactants, conditions, products, and yield Starting materials: [OH-].[K+] (potassium hydroxide), C(C)(=O)OCC (ethyl acetate), Cl (hydrochloric acid), CN(CCC(C#N)C1=CC(=C(C(=C1)OC)OC)OC)C (4-dimethylamino-2-(3,4,5-trimethoxyphenyl)butyronitrile). Solvent: CC(C)(C)O (2-methyl-2-propanol). Yields the product CN(CCC(C(=O)N)C1=CC(=C(C(=C1)OC)OC)OC)C (4-dimethylamino-2-(3,4,5-trimethoxyphenyl)butyramide). As a reaction SMILES: [CH3:1][N:2]([CH3:20])[CH2:3][CH2:4][CH:5]([C:8]1[CH:13]=[C:12]([O:14][CH3:15])[C:11]([O:16][CH3:17])=[C:10]([O:18][CH3:19])[CH:9]=1)[C:6]#[N:7].[OH-].[K+].C(OCC)(=[O:25])C.Cl>CC(O)(C)C>[CH3:20][N:2]([CH3:1])[CH2:3][CH2:4][CH:5]([C:8]1[CH:9]=[C:10]([O:18][CH3:19])[C:11]([O:16][CH3:17])=[C:12]([O:14][CH3:15])[CH:13]=1)[C:6]([NH2:7])=[O:25] |f:1.2|. Procedure: In 8 ml of 2-methyl-2-propanol was dissolved 0.84 g of 4-dimethylamino-2-(3,4,5-trimethoxyphenyl)butyronitrile, followed by addition of 1.0 g of ground potassium hydroxide. The mixture was refluxed for 1 hour. After cooling the reaction mixture, the insoluble matters were filtered off and the filtrate was concentrated under reduced pressure. To the residue thus obtained were added ethyl acetate and 10% hydrochloric acid. The aqueous layer was separated and made strongly basic with sodium hydroxi... Reactants: ClC1=CC(=C(CN2N=CC3=CC(=CC=C23)\C=C/2\C(N(C(S2)=O)CC2(CCNCC2)F)=O)C=C1)C(F)(F)F ((5Z)-5-({1-[4-Chloro-2-(trifluoromethyl)benzyl]-1H-indazol-5-yl}methylidene)-3-[(4-fluoropiperidin-4-yl)methyl]-1,3-thiazolidine-2,4-dione), C(C)=O (acetaldehyde). The product is ClC1=CC(=C(CN2N=CC3=CC(=CC=C23)\C=C/2\C(N(C(S2)=O)CC2(CCN(CC2)CC)F)=O)C=C1)C(F)(F)F ((5Z)-5-({1-[4-Chloro-2-(trifluoromethyl)benzyl]-1H-indazol-5-yl}methylidene)-3-[(1-ethyl-4-fluoropiperidin-4-yl)methyl]-1,3-thiazolidine-2,4-dione). As a reaction SMILES: [Cl:1][C:2]1[CH:33]=[CH:32][C:5]([CH2:6][N:7]2[C:15]3[C:10](=[CH:11][C:12](/[CH:16]=[C:17]4/[C:18](=[O:31])[N:19]([CH2:23][C:24]5([F:30])[CH2:29][CH2:28][NH:27][CH2:26][CH2:25]5)[C:20](=[O:22])[S:21]/4)=[CH:13][CH:14]=3)[CH:9]=[N:8]2)=[C:4]([C:34]([F:37])([F:36])[F:35])[CH:3]=1.[CH:38](=O)[CH3:39]>>[Cl:1][C:2]1[CH:33]=[CH:32][C:5]([CH2:6][N:7]2[C:15]3[C:10](=[CH:11][C:12](/[CH:16]=[C:17]4/[C:18](=[O:31])[N:19]([CH2:23][C:24]5([F:30])[CH2:29][CH2:28][N:27]([CH2:38][CH3:39])[CH2:26][CH2:25]5)[C:20](=[O:22])[S:21]/4)=[CH:13][CH:14]=3)[CH:9]=[N:8]2)=[C:4]([C:34]([F:37])([F:36])[F:35])[CH:3]=1. Procedure details: (5Z)-5-({1-[4-Chloro-2-(trifluoromethyl)benzyl]-1H-indazol-5-yl}methylidene)-3-[(1-ethyl-4-fluoropiperidin-4-yl)methyl]-1,3-thiazolidine-2,4-dione was prepared from (5Z)-5-({1-[4-chloro-2-(trifluoromethyl)benzyl]-1H-indazol-5-yl}methylidene)-3-[(4-fluoropiperidin-4-yl)methyl]-1,3-thiazolidine-2,4-dione (Example 303) and acetaldehyde following General Procedure R2. Starting materials: CC1=C(C(=O)Cl)C=CC(=C1)C(=O)Cl (monomethyl terephthaloyl chloride), C(C1=CC=C(C(=O)[O-])C=C1)(=O)OCCCC.[K+] (potassium monobutyl terephthalate), S(=O)(Cl)Cl (thionyl chloride). Run in C1(=CC=CC=C1)C (toluene). Product: C(CCC)C1=C(C(=O)Cl)C=CC(=C1)C(=O)Cl (Monobutyl Terephthaloyl Chloride). As a reaction SMILES: [CH3:1][C:2]1[CH:10]=[C:9]([C:11]([Cl:13])=[O:12])[CH:8]=[CH:7][C:3]=1[C:4]([Cl:6])=[O:5].[C:14](OCCCC)(=O)[C:15]1C=CC(C([O-])=O)=C[CH:16]=1.[K+].S(Cl)(Cl)=O>C1(C)C=CC=CC=1>[CH2:1]([C:2]1[CH:10]=[C:9]([C:11]([Cl:13])=[O:12])[CH:8]=[CH:7][C:3]=1[C:4]([Cl:6])=[O:5])[CH2:14][CH2:15][CH3:16] |f:1.2|. Procedure details: This compound was prepared by the procedure described for monomethyl terephthaloyl chloride. Typical reagent levels were as follows: potassium monobutyl terephthalate (10.0 g, 0.0384 mole), thionyl chloride (4.57, 0.0384 mole) and 40 ml of toluene. The yield of product was 8.5 g (92%). This material was used without further purification. The reactants are ClC1=NC=2CC(CC(C2C=C1)=O)(C)C (2-chloro-7,7-dimethyl-7,8-dihydro-6H-quinolin-5-one), COC1=CC=C(C=C1)N (4-methoxyphenylamine), CCC(C)(C)[O-].[Na+] (sodium tert-amylate). Reagents/catalysts: CC(C)([P](C(C)(C)C)([Pd][P](C(C)(C)C)(C(C)(C)C)C(C)(C)C)C(C)(C)C)C (bis(tri-tert-butylphosphine)palladium). Solvent: C1(=CC=CC=C1)C (toluene). Yields the product COC1=CC=C(C=C1)NC1=NC=2CC(CC(C2C=C1)=O)(C)C (2-(4-Methoxy-phenylamino)-7,7-dimethyl-7,8-dihydro-6H-quinolin-5-one). The yield is 19.4%. Reaction SMILES: Cl[C:2]1[CH:11]=[CH:10][C:9]2[C:8](=[O:12])[CH2:7][C:6]([CH3:14])([CH3:13])[CH2:5][C:4]=2[N:3]=1.[CH3:15][O:16][C:17]1[CH:22]=[CH:21][C:20]([NH2:23])=[CH:19][CH:18]=1.CCC([O-])(C)C.[Na+]>C1(C)C=CC=CC=1.CC(C)([P](C(C)(C)C)([Pd][P](C(C)(C)C)(C(C)(C)C)C(C)(C)C)C(C)(C)C)C>[CH3:15][O:16][C:17]1[CH:22]=[CH:21][C:20]([NH:23][C:2]2[CH:11]=[CH:10][C:9]3[C:8](=[O:12])[CH2:7][C:6]([CH3:14])([CH3:13])[CH2:5][C:4]=3[N:3]=2)=[CH:19][CH:18]=1 |f:2.3,^1:40,46|. Reported procedure: To a solution of 2-chloro-7,7-dimethyl-7,8-dihydro-6H-quinolin-5-one (0.35 g, 1.67 mmol) and 4-methoxyphenylamine (0.267 g, 2.2 mmol) in toluene (2 ml) under an argon atmosphere was added sodium tert-amylate (0.22 g, 2.0 mmol) and bis(tri-tert-butylphosphine)palladium (0.043 g, 0.084 mmol). The mixture was heated at reflux for 8 h. Then it was concentrated under reduced pressure and the residue was purified by column chromatography on silica gel to give the title compound (0.096 g, 19%) as a col... The reactants are COC(=O)N1CC(=C(C1)N1CCCC1)C(C(=CN(C)C)C(=O)OCC)=O (N-methoxycarbonyl-3-(2-ethoxycarbonyl-3-dimethylaminoacryloyl)-4-pyrrolidino-2,5-dihydropyrrole), C(C)(=O)[O-].[NH4+] (ammonium acetate). Run in C(C)O (ethanol). Yields the product OC1=C2C(=NC=C1C(=O)OCC)CN(C2)C(=O)OC (ethyl 4-hydroxy-5,7-dihydro-6-methoxycarbonylpyrrolo[3,4-b]pyridine-3-carboxylate). RXN SMILES: [CH3:1][O:2][C:3]([N:5]1[CH2:9][C:8](N2CCCC2)=[C:7]([C:15](=[O:26])[C:16]([C:21]([O:23][CH2:24][CH3:25])=[O:22])=[CH:17][N:18](C)C)[CH2:6]1)=[O:4].C([O-])(=O)C.[NH4+]>C(O)C>[OH:26][C:15]1[C:16]([C:21]([O:23][CH2:24][CH3:25])=[O:22])=[CH:17][N:18]=[C:8]2[CH2:9][N:5]([C:3]([O:2][CH3:1])=[O:4])[CH2:6][C:7]=12 |f:1.2|. Procedure details: A solution of 10.96 g of N-methoxycarbonyl-3-(2-ethoxycarbonyl-3-dimethylaminoacryloyl)-4-pyrrolidino-2,5-dihydropyrrole and 20 g of ammonium acetate in 250 ml of dry ethanol is refluxed for 90 minutes. The solution is cooled in an ice bath and the precipitate is filtered off to yield ethyl 4-hydroxy-5,7-dihydro-6-methoxycarbonylpyrrolo[3,4-b]pyridine-3-carboxylate, mp 274°-276° (dec); NMR (CF3COOD): 11.08 (s), 9.14 (s), 5.20 (s), 5.00 (s), 4.65 (q), 3.99 (s) and 1.52 (t). Reactants: NC1=CC(=CN1C(C)(C)C)C#N (5-amino-1-tert-butyl-1H-pyrrole-3-carbonitrile), [N+](=O)([O-])C(C=O)C=O.[Na] (sodium nitromalonaldehyde), Cl (hydrochloric acid). Run in C(CC)O (n-propanol). Run at time 18 hour. Product: C(C)(C)(C)N1C=C(C=2C1=NC=C(C2)[N+](=O)[O-])C#N (1-tert-butyl-5-nitro-1H-pyrrolo[2,3-b]pyridine-3-carbonitrile). Isolated yield 81.7%. RXN SMILES: [NH2:1][C:2]1[N:6]([C:7]([CH3:10])([CH3:9])[CH3:8])[CH:5]=[C:4]([C:11]#[N:12])[CH:3]=1.[N+:13]([CH:16]([CH:19]=O)[CH:17]=O)([O-:15])=[O:14].[Na].Cl>C(O)CC>[C:7]([N:6]1[C:2]2=[N:1][CH:17]=[C:16]([N+:13]([O-:15])=[O:14])[CH:19]=[C:3]2[C:4]([C:11]#[N:12])=[CH:5]1)([CH3:8])([CH3:9])[CH3:10] |f:1.2,^1:20|. Procedure details: To a solution of 5.85 g (35.8 mmol) of 5-amino-1-tert-butyl-1H-pyrrole-3-carbonitrile, being prepared as disclosed in Org. Proc. Res. Dev., 7(2), 209-213, 2003, in 120 mL of n-propanol, it was added sodium nitromalonaldehyde (6.02 g, 43.0 mmol) portionwise under stirring at room temperature. The resulting mixture was treated dropwise with 37% hydrochloric acid (4.6 mL, 55.2 mmol) and heated at 100° C. for 2 hours. The reaction mass was concentrated under vacuum to ⅓ of the initial volume and kep... RXN SMILES: [C:38]([CH3:39])([CH3:40])([CH3:41])[c:42]1[n:43][cH:44][c:45]([O:49][CH3:50])[c:46]([NH2:48])[cH:47]1.[CH2:1]([c:2]1[cH:3][cH:4][cH:5][cH:6][cH:7]1)[O:8][c:9]1[cH:10][cH:11][cH:12][c:13]2[cH:14][c:15]([C:19](=[O:20])[OH:21])[n:16]([CH3:18])[c:17]12.[CH2:56]([Cl:57])[Cl:58].[CH3:59][N:60]([CH3:61])[CH:62]=[O:63].[CH:29]([N:30]([CH2:31][CH3:32])[CH:33]([CH3:34])[CH3:35])([CH3:36])[CH3:37].[Cl-:28].[Cl:22][C:23]([C:24]([Cl:25])=[O:26])=[O:27].[Na+:55].[O-:51][C:52]([OH:53])=[O:54]>>[CH2:1]([c:2]1[cH:3][cH:4][cH:5][cH:6][cH:7]1)[O:8][c:9]1[cH:10][cH:11][cH:12][c:13]2[cH:14][c:15]([C:19](=[O:21])[NH:48][c:46]3[c:45]([O:49][CH3:50])[cH:44][n:43][c:42]([C:38]([CH3:39])([CH3:40])[CH3:41])[cH:47]3)[n:16]([CH3:18])[c:17]12. The product is COc1cnc(C(C)(C)C)cc1NC(=O)c1cc2cccc(OCc3ccccc3)c2n1C. Starting materials: COc1cnc(C(C)(C)C)cc1N, Cn1c(C(=O)O)cc2cccc(OCc3ccccc3)c21, ClCCl, CN(C)C=O, CCN(C(C)C)C(C)C, [Cl-], O=C(Cl)C(=O)Cl, [Na+], O=C([O-])O.